From a dataset of the Open Reaction Database (ORD), a public repository of structured organic reaction records. describe an organic reaction: reactants, conditions, products, and yield Reactants: CI, CC(C)(C)OC(=O)CC(CNS(=O)(=O)c1ccccc1[N+](=O)[O-])Nc1ccc(C#N)c(Cl)c1, [K+], [K+], O=C([O-])[O-], CN(C)C=O, O. The product is CN(CC(CC(=O)OC(C)(C)C)Nc1ccc(C#N)c(Cl)c1)S(=O)(=O)c1ccccc1[N+](=O)[O-]. Reaction SMILES: [CH3:34][I:35].[Cl:1][c:2]1[cH:3][c:4]([NH:10][CH:11]([CH2:12][C:13](=[O:14])[O:15][C:16]([CH3:17])([CH3:18])[CH3:19])[CH2:20][NH:21][S:22](=[O:23])(=[O:24])[c:25]2[c:26]([N+:31](=[O:32])[O-:33])[cH:27][cH:28][cH:29][cH:30]2)[cH:5][cH:6][c:7]1[C:8]#[N:9].[K+:36].[K+:37].[O-:38][C:39]([O-:40])=[O:41].[O:42]=[CH:43][N:44]([CH3:45])[CH3:46].[OH2:47]>>[Cl:1][c:2]1[cH:3][c:4]([NH:10][CH:11]([CH2:12][C:13](=[O:14])[O:15][C:16]([CH3:17])([CH3:18])[CH3:19])[CH2:20][N:21]([S:22](=[O:23])(=[O:24])[c:25]2[c:26]([N+:31](=[O:32])[O-:33])[cH:27][cH:28][cH:29][cH:30]2)[CH3:39])[cH:5][cH:6][c:7]1[C:8]#[N:9].